describe an organic reaction: reactants, conditions, products, and yield From a dataset of the Open Reaction Database (ORD), a public repository of structured organic reaction records. Starting materials: CCOC(=O)c1ccc(OCCCn2c(C)nc(-c3ccccc3)c2-c2ccccc2)cc1, CCO, [Na+], [OH-], O. Yields the product Cc1nc(-c2ccccc2)c(-c2ccccc2)n1CCCOc1ccc(C(=O)O)cc1. RXN SMILES: [CH2:1]([CH3:2])[O:3][C:4]([c:5]1[cH:6][cH:7][c:8]([O:11][CH2:12][CH2:13][CH2:14][n:15]2[c:16]([CH3:32])[n:17][c:18](-[c:26]3[cH:27][cH:28][cH:29][cH:30][cH:31]3)[c:19]2-[c:20]2[cH:21][cH:22][cH:23][cH:24][cH:25]2)[cH:9][cH:10]1)=[O:33].[CH3:36][CH2:37][OH:38].[Na+:35].[OH-:34].[OH2:39]>>[O:3]=[C:4]([c:5]1[cH:6][cH:7][c:8]([O:11][CH2:12][CH2:13][CH2:14][n:15]2[c:16]([CH3:32])[n:17][c:18](-[c:26]3[cH:27][cH:28][cH:29][cH:30][cH:31]3)[c:19]2-[c:20]2[cH:21][cH:22][cH:23][cH:24][cH:25]2)[cH:9][cH:10]1)[OH:33]. The reactants are CC(=O)[O-], CO, O=Cc1cnccc1Cl, Cl, NO, [Na+]. Yields the product N#Cc1cnccc1Cl. As a reaction SMILES: [CH3:14][C:15](=[O:16])[O-:17].[CH3:18][OH:19].[Cl:1][c:2]1[cH:3][cH:4][n:5][cH:6][c:7]1[CH:8]=[O:9].[ClH:10].[NH2:11][OH:12].[Na+:13]>>[Cl:1][c:2]1[cH:3][cH:4][n:5][cH:6][c:7]1[C:8]#[N:11]. Starting materials: COC(=O)C=1C(=NC2=CC(=C(C=C2C1C1=CC=CC=C1)Cl)Cl)C1CC1 (6,7-dichloro-2-cyclopropyl-4-phenyl-quinoline-3-carboxylic acid methyl ester), [OH-].[K+] (KOH). Run in C(C)O.O (ethanol water). Yields the product ClC=1C=C2C(=C(C(=NC2=CC1Cl)C1CC1)C(=O)O)C1=CC=CC=C1 (6,7-Dichloro-2-cyclopropyl-4-phenyl-quinoline-3-carboxylic acid). RXN SMILES: C[O:2][C:3]([C:5]1[C:6]([CH:23]2[CH2:25][CH2:24]2)=[N:7][C:8]2[C:13]([C:14]=1[C:15]1[CH:20]=[CH:19][CH:18]=[CH:17][CH:16]=1)=[CH:12][C:11]([Cl:21])=[C:10]([Cl:22])[CH:9]=2)=[O:4].[OH-].[K+]>C(O)C.O>[Cl:21][C:11]1[CH:12]=[C:13]2[C:8](=[CH:9][C:10]=1[Cl:22])[N:7]=[C:6]([CH:23]1[CH2:24][CH2:25]1)[C:5]([C:3]([OH:4])=[O:2])=[C:14]2[C:15]1[CH:20]=[CH:19][CH:18]=[CH:17][CH:16]=1 |f:1.2,3.4|. Reported procedure: The title compound was prepared in analogy to example 6 step B from a mixture of 6,7-dichloro-2-cyclopropyl-4-phenyl-quinoline-3-carboxylic acid methyl ester and KOH in a mixture of ethanol/water. White solid. MS (ESI): 358.0 (M+H)+.